This data is from the Open Reaction Database (ORD), a public repository of structured organic reaction records. The task is: describe an organic reaction: reactants, conditions, products, and yield Reactants: 14.1, ClC1=C(C=CC(=C1)Cl)CC(C(=O)OC)C1=C(C=CC=C1Cl)Cl (methyl 2,4-dichloro-α-(2,6-dichlorophenyl)benzenepropanoate), [I-].[Li+] (lithium iodide), [BH4-].[Na+] (sodium borohydride), Cl (hydrochloric acid). The solvent is C(C)#N (acetonitrile), O (water). Reaction conditions: time 8 hour. The product is 11.2, ClC1=C(C=CC(=C1)Cl)CC(CO)C1=C(C=CC=C1Cl)Cl (2,4-dichloro-β-(2,6-dichlorophenyl)benzenepropanol). As a reaction SMILES: [Cl:1][C:2]1[CH:7]=[C:6]([Cl:8])[CH:5]=[CH:4][C:3]=1[CH2:9][CH:10]([C:15]1[C:20]([Cl:21])=[CH:19][CH:18]=[CH:17][C:16]=1[Cl:22])[C:11](OC)=[O:12].[I-].[Li+].[BH4-].[Na+].Cl>O.C(#N)C>[Cl:1][C:2]1[CH:7]=[C:6]([Cl:8])[CH:5]=[CH:4][C:3]=1[CH2:9][CH:10]([C:15]1[C:16]([Cl:22])=[CH:17][CH:18]=[CH:19][C:20]=1[Cl:21])[CH2:11][OH:12] |f:1.2,3.4|. Procedure details: To a stirred solution of 14.1 parts of methyl 2,4-dichloro-α-(2,6-dichlorophenyl)benzenepropanoate and 6.8 parts of lithium iodide in 120 parts of acetonitrile are added portionwise, during a 5-minutes-period, 2 parts of sodium borohydride. Upon completion, stirring is continued overnight at reflux temperature. The reaction mixture is allowed to cool to room temperature. Then there are added successively 100 parts of a concentrated hydrochloric acid solution (carefully) and after stirring for 30... Starting materials: Fc1cc(N2CCc3c(Cl)ncnc32)c(F)cc1Br, C1CCOC1, [H-], [Na+], O, CC(C)(C)OC(=O)N1CCC(O)CC1. Yields the product CC(C)(C)OC(=O)N1CCC(Oc2ncnc3c2CCN3c2cc(F)c(Br)cc2F)CC1. Reaction SMILES: [Br:17][c:18]1[cH:19][c:20]([F:35])[c:21]([N:25]2[CH2:26][CH2:27][c:28]3[c:29]2[n:30][cH:31][n:32][c:33]3[Cl:34])[cH:22][c:23]1[F:24].[CH2:36]1[O:37][CH2:38][CH2:39][CH2:40]1.[H-:16].[Na+:15].[OH2:41].[OH:1][CH:2]1[CH2:3][CH2:4][N:5]([C:8](=[O:9])[O:10][C:11]([CH3:12])([CH3:13])[CH3:14])[CH2:6][CH2:7]1>>[O:1]([CH:2]1[CH2:3][CH2:4][N:5]([C:8](=[O:9])[O:10][C:11]([CH3:12])([CH3:13])[CH3:14])[CH2:6][CH2:7]1)[c:33]1[c:28]2[c:29]([n:30][cH:31][n:32]1)[N:25]([c:21]1[c:20]([F:35])[cH:19][c:18]([Br:17])[c:23]([F:24])[cH:22]1)[CH2:26][CH2:27]2. Reactants: C(OC)COC (monoglyme), C1=CC=CC2=CC3=CC=CC=C3C=C12.[K] (Potassium anthracene salt). Solvent: CN1CCCC1=O (NMP). Yields the product C1=CC=CC2=CC3=CC=CC=C3C=C12 (anthracene). Reaction SMILES: C(COC)OC.[CH:7]1[C:20]2[C:11](=[CH:12][C:13]3[C:18]([CH:19]=2)=[CH:17][CH:16]=[CH:15][CH:14]=3)[CH:10]=[CH:9][CH:8]=1.[K]>CN1C(=O)CCC1>[CH:10]1[C:11]2[C:20](=[CH:19][C:18]3[C:13]([CH:12]=2)=[CH:14][CH:15]=[CH:16][CH:17]=3)[CH:7]=[CH:8][CH:9]=1 |f:1.2,^1:20|. Procedure: A KAn solution is prepared as described in Example 20. The monoglyme is allowed to evaporate and the solid potassium anthracide complex collected. The melting point of the potassium anthracide crystals is >300° C. The dark-blue crystals turn white on exposure to air as a result of the radical-anion oxidation. Potassium anthracene salt is added to a solution of anhydrous NMP to give a 0.05M anthracene radical-anion solution resulting in the characteristic deep blue-black coloration of the solutio... Starting materials: N#CCCCCCCBr, O=C([O-])[O-], CCC(C)=O, [K+], [K+], O=c1[nH]c(-c2ccccc2)c(-c2ccccc2)n1-c1ccccc1. Product: N#CCCCCCCn1c(-c2ccccc2)c(-c2ccccc2)n(-c2ccccc2)c1=O. Reaction SMILES: [Br:25][CH2:26][CH2:27][CH2:28][CH2:29][CH2:30][CH2:31][C:32]#[N:33].[C:34](=[O:35])([O-:36])[O-:37].[CH3:40][C:41](=[O:42])[CH2:43][CH3:44].[K+:38].[K+:39].[c:1]1(-[n:7]2[c:8](=[O:24])[nH:9][c:10](-[c:18]3[cH:19][cH:20][cH:21][cH:22][cH:23]3)[c:11]2-[c:12]2[cH:13][cH:14][cH:15][cH:16][cH:17]2)[cH:2][cH:3][cH:4][cH:5][cH:6]1>>[c:1]1(-[n:7]2[c:8](=[O:24])[n:9]([CH2:26][CH2:27][CH2:28][CH2:29][CH2:30][CH2:31][C:32]#[N:33])[c:10](-[c:18]3[cH:19][cH:20][cH:21][cH:22][cH:23]3)[c:11]2-[c:12]2[cH:13][cH:14][cH:15][cH:16][cH:17]2)[cH:2][cH:3][cH:4][cH:5][cH:6]1. As a reaction SMILES: [Cl:1][C:2]1[CH:3]=[C:4]([S:9](Cl)(=[O:11])=[O:10])[CH:5]=[CH:6][C:7]=1[Cl:8].[CH3:13][CH:14]1[CH2:19][NH:18][CH:17]([CH3:20])[CH2:16][NH:15]1.C(N(C(C)C)CC)(C)C>ClCCl>[Cl:1][C:2]1[CH:3]=[C:4]([S:9]([N:15]2[CH2:16][CH:17]([CH3:20])[NH:18][CH2:19][CH:14]2[CH3:13])(=[O:11])=[O:10])[CH:5]=[CH:6][C:7]=1[Cl:8]. Solvent: ClCCl (dichloromethane), ClCCl (dichloromethane). Reactants: ClC=1C=C(C=CC1Cl)S(=O)(=O)Cl (3,4-dichlorobenzene-1-sulfonyl chloride), CC1NCC(NC1)C (2,5-dimethylpiperazine), C(C)(C)N(CC)C(C)C (diisopropylethylamine). The product is ClC=1C=C(C=CC1Cl)S(=O)(=O)N1C(CNC(C1)C)C (1-(3,4-dichlorophenylsulfonyl)-2,5-dimethylpiperazine). Procedure: To a stirred solution of 3,4-dichlorobenzene-1-sulfonyl chloride (840 mg, 3.42 mmol) and 2,5-dimethylpiperazine (1.171 g, 10.26 mmol) in anhydrous dichloromethane (5 mL) was added diisopropylethylamine (1.2 mL, 6.84 mmol). The mixture was stirred overnight at room temperature. Reaction was complete as determined by TLC. The reaction mixture was diluted with dichloromethane, washed with water and dried over MgSO4. After solvent evaporation crude product was treated with ethyl acetate/hexanes. Sol... Run at time 8 hour. Reactants: CCCC[P+](CCCC)(CCCC)CCCC, [Cl-], Cl[SiH](Cl)Cl, ClCc1ccc(Cl)cc1. The product is Clc1ccc(C[Si](Cl)(Cl)Cl)cc1. Reaction SMILES: [CH2:15]([P+:16]([CH2:17][CH2:18][CH2:19][CH3:20])([CH2:21][CH2:22][CH2:23][CH3:24])[CH2:25][CH2:26][CH2:27][CH3:28])[CH2:29][CH2:30][CH3:31].[Cl-:14].[Cl:10][SiH:11]([Cl:12])[Cl:13].[Cl:1][c:2]1[cH:3][cH:4][c:5]([CH2:6][Cl:7])[cH:8][cH:9]1>>[Cl:1][c:2]1[cH:3][cH:4][c:5]([CH2:6][Si:11]([Cl:10])([Cl:12])[Cl:13])[cH:8][cH:9]1.